Dataset: the Open Reaction Database (ORD), a public repository of structured organic reaction records. Task: describe an organic reaction: reactants, conditions, products, and yield Reactants: BrC1=CC(=CC=C1)Br (1,3-dibromobenzene), N1N=NC=C1 (1,2,3-1H-triazole), C([O-])([O-])=O.[Cs+].[Cs+] (cesium carbonate). Reagents/catalysts: C/C(=C/C(=O)C)/[O-].C/C(=C/C(=O)C)/[O-].C/C(=C/C(=O)C)/[O-].[Fe+3] (Iron(III) acetylacetonate). The solvent is CN(C)C=O (DMF). Reaction conditions: temperature 120 celsius. Product: BrC=1C=C(C=CC1)N1N=CC=N1 (2-(3-bromophenyl)-2H-1,2,3-triazole), BrC=1C=C(C=CC1)N1N=NC=C1 (1-(3-bromophenyl)-1H-1,2,3-triazole). Reaction SMILES: [Br:1][C:2]1[CH:7]=[CH:6][CH:5]=[C:4]([Br:8])[CH:3]=1.[NH:9]1[CH:13]=[CH:12][N:11]=[N:10]1.C(=O)([O-])[O-].[Cs+].[Cs+]>CN(C=O)C.C/C(/[O-])=C/C(C)=O.C/C(/[O-])=C/C(C)=O.C/C(/[O-])=C/C(C)=O.[Fe+3]>[Br:8][C:4]1[CH:3]=[C:2]([N:10]2[N:11]=[CH:12][CH:13]=[N:9]2)[CH:7]=[CH:6][CH:5]=1.[Br:1][C:2]1[CH:3]=[C:4]([N:9]2[CH:13]=[CH:12][N:11]=[N:10]2)[CH:5]=[CH:6][CH:7]=1 |f:2.3.4,6.7.8.9|. Procedure details: To solution of 1,3-dibromobenzene (84 g, 356 mmol) in DMF (700 ml) was added 1,2,3-1H-triazole (30 g, 427 mmol), Cul (6.8 g, 35.6 mmol), Iron(III) acetylacetonate (38 g, 107 mmol) and cesium carbonate (231 g, 712 mmol). The resulting mixture was heated to 120° C. under a nitrogen atmosphere overnight. After cooling to room temperature the reaction mixture was filtered and the filtrate was concentrated under reduced pressure. The obtained residue was purified using normal phase chromatography elu... Reactants: [Br-].CC=1SC2=C([N+]1CCC(=O)O)C=CC=C2 (2-methyl-3-carboxyethyl benzothiazolium bromide), N=C1NC(C2=CC=CC=C12)=N (1,3-diiminoisoindoline), N=C1NC(C2=CC=CC=C12)=N (1,3-diiminoisoindoline). Solvent: O (water). Yields the product [Br-].N=C1N=C(C2=CC=CC=C12)C=C1SC2=C([NH+]1CCC(=O)O)C=CC=C2 (2-[(3-iminoisoindol-1-yl)methylene]-3-carboxyethyl benzothiazolium bromide). As a reaction SMILES: N=[C:2]1[C:10]2[C:5](=[CH:6][CH:7]=[CH:8][CH:9]=2)[C:4](=[NH:11])[NH:3]1.[Br-:12].[CH3:13][C:14]1[S:15][C:16]2[CH:27]=[CH:26][CH:25]=[CH:24][C:17]=2[N+:18]=1[CH2:19][CH2:20][C:21]([OH:23])=[O:22]>O>[Br-:12].[NH:11]=[C:4]1[C:5]2[C:10](=[CH:9][CH:8]=[CH:7][CH:6]=2)[C:2]([CH:13]=[C:14]2[NH+:18]([CH2:19][CH2:20][C:21]([OH:23])=[O:22])[C:17]3[CH:24]=[CH:25][CH:26]=[CH:27][C:16]=3[S:15]2)=[N:3]1 |f:1.2,4.5|. Procedure details: Three grams (0.02 mole) of 1,3-diiminoisoindoline was dissolved in 25 ml of warm water. Three grams (0.01 mole) of 2-methyl-3-carboxyethyl benzothiazolium bromide was added to the solution. A molar excess of 1,3-diiminoisoindoline was employed to avoid bis substitution. The solution was stirred and heated on a steam bath for 10 minutes. An orange solid separated from the solution. The solution was then cooled and the solid collected by filtration. The dye was redissolved in hot water with the ai... Starting materials: F[B-](F)(F)F, CN(C)C=O, O=C(c1ccc2[nH]c(C(=O)N3CCS(=O)(=O)CC3)cc2c1)N1CCN(C2CCCC2)CC1, CCN(C(C)C)C(C)C, CN(C)C(On1nnc2ccccc21)=[N+](C)C. Yields the product O=C(c1ccc2[nH]c(C(=O)N3CCS(=O)(=O)CC3)cc2c1)N1CCN(C2CCC2)CC1. As a reaction SMILES: [B-:33]([F:34])([F:35])([F:36])[F:37].[CH3:64][N:65]([CH3:66])[CH:67]=[O:68].[CH:1]1([N:6]2[CH2:7][CH2:8][N:9]([C:12](=[O:13])[c:14]3[cH:15][c:16]4[cH:17][c:18]([C:23](=[O:24])[N:25]5[CH2:26][CH2:27][S:28](=[O:31])(=[O:32])[CH2:29][CH2:30]5)[nH:19][c:20]4[cH:21][cH:22]3)[CH2:10][CH2:11]2)[CH2:2][CH2:3][CH2:4][CH2:5]1.[CH:55]([N:56]([CH2:57][CH3:58])[CH:59]([CH3:60])[CH3:61])([CH3:62])[CH3:63].[n:38]1([O:39][C:40]([N:41]([CH3:42])[CH3:43])=[N+:44]([CH3:45])[CH3:46])[c:47]2[cH:48][cH:49][cH:50][cH:51][c:52]2[n:53][n:54]1>>[CH:1]1([N:6]2[CH2:7][CH2:8][N:9]([C:12](=[O:13])[c:14]3[cH:15][c:16]4[cH:17][c:18]([C:23](=[O:24])[N:25]5[CH2:26][CH2:27][S:28](=[O:31])(=[O:32])[CH2:29][CH2:30]5)[nH:19][c:20]4[cH:21][cH:22]3)[CH2:10][CH2:11]2)[CH2:2][CH2:4][CH2:5]1. Starting materials: C(#N)C1=CC=C(C=C1)O (4-Cyanophenol), C(C1=CC=CC=C1)Cl (benzyl chloride), C([O-])([O-])=O.[K+].[K+] (potassium carbonate). Run in CC(=O)C (acetone). Product: C(C1=CC=CC=C1)OC1=CC=C(C#N)C=C1 (4-benzyloxy-benzonitrile). The yield is 84.5%. RXN SMILES: [C:1]([C:3]1[CH:8]=[CH:7][C:6]([OH:9])=[CH:5][CH:4]=1)#[N:2].[CH2:10](Cl)[C:11]1[CH:16]=[CH:15][CH:14]=[CH:13][CH:12]=1.C(=O)([O-])[O-].[K+].[K+]>CC(C)=O>[CH2:10]([O:9][C:6]1[CH:7]=[CH:8][C:3]([C:1]#[N:2])=[CH:4][CH:5]=1)[C:11]1[CH:16]=[CH:15][CH:14]=[CH:13][CH:12]=1 |f:2.3.4|. Reported procedure: 4-Cyanophenol (95.2 g), benzyl chloride (127 g) and potassium carbonate (138 g) are refluxed in acetone (160 ml) for 5 hours. The product is separated by filtration, concentrated under reduced pressure, and thereto is added benzene. The mixture is washed with water, and benzene is distilled off under reduced pressure to give 4-benzyloxy-benzonitrile (141.38 g). The 4-benzyloxybenzonitrile (141 g) is dissolved in benzene (338 ml) and thereto is added ethanol (270 ml), and the mixture is cooled to...